From a dataset of the Open Reaction Database (ORD), a public repository of structured organic reaction records. describe an organic reaction: reactants, conditions, products, and yield Reactants: C=O, C1COCCN1, CC(=O)O, CCn1ccc2c(OCC3CC3)cc(Cc3cnc(N)nc3N)cc21, O. The product is CCn1cc(CN2CCOCC2)c2c(OCC3CC3)cc(Cc3cnc(N)nc3N)cc21. Reaction SMILES: [CH2:1]=[O:2].[CH2:3]1[CH2:4][O:5][CH2:6][CH2:7][NH:8]1.[CH3:34][C:35](=[O:36])[OH:37].[CH:9]1([CH2:12][O:13][c:14]2[c:15]3[cH:16][cH:17][n:18]([CH2:32][CH3:33])[c:19]3[cH:20][c:21]([CH2:23][c:24]3[c:25]([NH2:31])[n:26][c:27]([NH2:30])[n:28][cH:29]3)[cH:22]2)[CH2:10][CH2:11]1.[OH2:38]>>[CH2:1]([N:8]1[CH2:3][CH2:4][O:5][CH2:6][CH2:7]1)[c:16]1[c:15]2[c:14]([O:13][CH2:12][CH:9]3[CH2:10][CH2:11]3)[cH:22][c:21]([CH2:23][c:24]3[c:25]([NH2:31])[n:26][c:27]([NH2:30])[n:28][cH:29]3)[cH:20][c:19]2[n:18]([CH2:32][CH3:33])[cH:17]1. Reactants: O=c1[nH]c2ccc(CCBr)cc2o1, CC(=O)CC(C)C, [Na+], [Na+], O=C([O-])[O-], c1ccc2c(N3CCNCC3)nsc2c1. The product is O=c1[nH]c2ccc(CCN3CCN(c4nsc5ccccc45)CC3)cc2o1. Reaction SMILES: [Br:16][CH2:17][CH2:18][c:19]1[cH:20][c:21]2[c:22]([nH:23][c:24](=[O:26])[o:25]2)[cH:27][cH:28]1.[CH2:35]([C:36]([CH3:37])=[O:38])[CH:39]([CH3:40])[CH3:41].[Na+:29].[Na+:30].[O-:31][C:32](=[O:33])[O-:34].[s:1]1[n:2][c:3]([N:10]2[CH2:11][CH2:12][NH:13][CH2:14][CH2:15]2)[c:4]2[c:5]1[cH:6][cH:7][cH:8][cH:9]2>>[s:1]1[n:2][c:3]([N:10]2[CH2:11][CH2:12][N:13]([CH2:17][CH2:18][c:19]3[cH:20][c:21]4[c:22]([nH:23][c:24](=[O:26])[o:25]4)[cH:27][cH:28]3)[CH2:14][CH2:15]2)[c:4]2[c:5]1[cH:6][cH:7][cH:8][cH:9]2. Reactants: CS(=O)(=O)O (methanesulfonic acid), NC=1C(=NC=C(C(=O)N)C1)N (5,6-diaminonicotinamide), ClCC(C)=O (chloroacetone), C([O-])(O)=O.[Na+] (sodium bicarbonate). Run in CN(C=O)C (dimethylformamide). Reaction conditions: time 72 hour. Product: S(C)(=O)(=O)O.NC=1C=2N(C=C(C1)C(=O)N)C=C(N2)C (8-amino-2-methylimidazo[1,2-a]pyridine-6-carboxamide mesylate). Yield: 33.3%. RXN SMILES: [NH2:1][C:2]1[C:3]([NH2:11])=[N:4][CH:5]=[C:6]([CH:10]=1)[C:7]([NH2:9])=[O:8].Cl[CH2:13][C:14](=O)[CH3:15].C(=O)(O)[O-].[Na+].[CH3:22][S:23]([OH:26])(=[O:25])=[O:24]>CN(C)C=O>[S:23]([OH:26])(=[O:25])(=[O:24])[CH3:22].[NH2:1][C:2]1[C:3]2[N:4]([CH:13]=[C:14]([CH3:15])[N:11]=2)[CH:5]=[C:6]([C:7]([NH2:9])=[O:8])[CH:10]=1 |f:2.3,6.7|. Procedure details: 5,6-diaminonicotinamide (10 g, 66 mmol), chloroacetone (6.1 g, 66 mmol) and sodium bicarbonate (11.2 g, 132 mmol) were added to dimethylformamide (200 ml) and the mixture was stirred for 72 h. at room temperature. Most of the solvent was evaporated under reduced pressure and methanesulfonic acid (6 g, 63 mmol) was added. More solvent was evaporated under reduced pressure and ethanol was added to the residue. Upon warming the mixture to 60° C. the product crysstallized as salt and was filtred off... Starting materials: C(C)(C)NC=O (isopropyl-formamide), O (water), ClC1=NC(N=C1Cl)=C(Cl)Cl (4,5-dichloro-2-dichloromethylene-imidazole), ice water. The solvent is C(C)#N (acetonitrile). Reaction conditions: temperature 0 celsius. Yields the product C(=O)N(C(=O)C=1NC(=C(N1)Cl)Cl)C(C)C (4,5-dichloro-imidazole-2-carboxylic acid N-formyl-isopropylamide). The yield is 84.0%. Reaction SMILES: [Cl:1][C:2]1[C:6]([Cl:7])=[N:5][C:4](=[C:8](Cl)Cl)[N:3]=1.[CH:11]([NH:14][CH:15]=[O:16])([CH3:13])[CH3:12].[OH2:17]>C(#N)C>[CH:15]([N:14]([CH:11]([CH3:13])[CH3:12])[C:8]([C:4]1[NH:5][C:6]([Cl:7])=[C:2]([Cl:1])[N:3]=1)=[O:17])=[O:16]. Procedure: 654 g (3 mol) of 4,5-dichloro-2-dichloromethylene-imidazole in a finely powdered form were added incrementally in the course of about one hour, to a mixture, which had been initially introduced, of 783 g (9 mol) of isopropyl-formamide, 162 g (9 mol) of water and 3 l of acetonitrile, while stirring and while cooling to about 0° C. The clear solution was then poured into about 15 kg of ice water. The white precipitate which had formed was filtered off, washed with water and dried. In this way, 630... Reactants: NC=1C=C(C(=O)O)C=C(C1)C(=O)OCC (3-amino-5-(ethoxycarbonyl)benzoic acid), C=O (formaldehyde), [BH3-]C#N.[Na+] (NaBH3CN). Run in CCOC(=O)C (EtOAc), CN(C)C=O (DMF). Reaction conditions: temperature 0 celsius, time 10 minute. Yields the product CN(C=1C=C(C(=O)O)C=C(C1)C(=O)OCC)C (3-(Dimethylamino)-5-(ethoxycarbonyl)benzoic acid). As a reaction SMILES: N[C:2]1[CH:3]=[C:4]([CH:8]=[C:9]([C:11]([O:13][CH2:14][CH3:15])=[O:12])[CH:10]=1)[C:5]([OH:7])=[O:6].[CH2:16]=O.[BH3-][C:19]#[N:20].[Na+]>CN(C=O)C.CCOC(C)=O>[CH3:16][N:20]([CH3:19])[C:2]1[CH:3]=[C:4]([CH:8]=[C:9]([C:11]([O:13][CH2:14][CH3:15])=[O:12])[CH:10]=1)[C:5]([OH:7])=[O:6] |f:2.3|. Procedure details: A mixture of 3-(ethoxycarbonyl)-5-nitrobenzoic acid (5 g, 20.905 mmol) and 10% Pd/C (1.11 g, 1.045 mmol) in 100 mL of MeOH was stirred under H2 gas at room temperature. After 4 hours, the mixture was filtered through Celite and concentrated to give 3-amino-5-(ethoxycarbonyl)benzoic acid. To a solution of 3-amino-5-(ethoxycarbonyl)benzoic acid (2 g, 9.56 mmol) in 10 mL of DMF was added formaldehyde (about 37% wt % in H2O, 7.118 mL, 95.60 mmol) at room temperature. After 10 minutes, the solution w... The reactants are ClC1=CC(=C(C=C1)NC(=O)C1CC(=NN1C1=NC=CC=C1Cl)C1=C(C=CC(=C1)[N+](=O)[O-])S(=O)(=O)[O-])C(NC(C)C1CC1)=O (5-(4-chloro-2-(1-cyclopropylethylcarbamoyl)phenylcarbamoyl)-1-(3-chloropyridin-2-yl)-4,5-dihydro-1H-pyrazol-3-yl4-nitrobenzene sulfonate), C(C)(=O)O.Br (hydrogen bromide acetic acid), C(C)(=O)OCC (ethyl acetate), [OH-].[Na+] (sodium hydroxide). The solvent is C(C)(=O)O (acetic acid), O (water). Conditions: time 1 hour. Product: ClC1=CC(=C(C=C1)NC(=O)C1CC(=NN1C1=NC=CC=C1Cl)Br)C(NC(C)C1CC1)=O (N-(4-chloro-2-(1-cyclopropylethylcarbamoyl)phenyl)-3-bromo-1-(3-chloropyridin-2-yl)-4,5-dihydro-1H-pyrazole-5-carboxamide). Reaction SMILES: [Cl:1][C:2]1[CH:7]=[CH:6][C:5]([NH:8][C:9]([CH:11]2[N:15]([C:16]3[C:21]([Cl:22])=[CH:20][CH:19]=[CH:18][N:17]=3)[N:14]=[C:13](C3C=C([N+]([O-])=O)C=CC=3S([O-])(=O)=O)[CH2:12]2)=[O:10])=[C:4]([C:36](=[O:43])[NH:37][CH:38]([CH:40]2[CH2:42][CH2:41]2)[CH3:39])[CH:3]=1.C(O)(=O)C.[BrH:48].C(OCC)(=O)C.[OH-].[Na+]>C(O)(=O)C.O>[Cl:1][C:2]1[CH:7]=[CH:6][C:5]([NH:8][C:9]([CH:11]2[N:15]([C:16]3[C:21]([Cl:22])=[CH:20][CH:19]=[CH:18][N:17]=3)[N:14]=[C:13]([Br:48])[CH2:12]2)=[O:10])=[C:4]([C:36](=[O:43])[NH:37][CH:38]([CH:40]2[CH2:42][CH2:41]2)[CH3:39])[CH:3]=1 |f:1.2,4.5|. Procedure details: 400 mg of 5-(4-chloro-2-(1-cyclopropylethylcarbamoyl)phenylcarbamoyl)-1-(3-chloropyridin-2-yl)-4,5-dihydro-1H-pyrazol-3-yl4-nitrobenzene sulfonate was dissolved in 0.7 mL of acetic acid, and 0.3 mL of a 33 mass % hydrogen bromide acetic acid solution was dropwise added, followed by stirring for about 1 hour. After completion of the reaction, ethyl acetate, water and 2 mL of 1 N sodium hydroxide were added, followed by stirring and extraction with ethyl acetate. Then, concentration under reduced ...